Dataset: the Open Reaction Database (ORD), a public repository of structured organic reaction records. Task: describe an organic reaction: reactants, conditions, products, and yield Starting materials: OCCSC1=CC=CC=2N1C=CN2 (5-[2-(hydroxy)ethylthio]imidazo[1,2-a]pyridine), N1=CC=CC=C1 (pyridine), ClC(=O)OC1=CC=CC=C1 (phenyl chloroformate). Run in C(Cl)Cl (methylene chloride). The product is O(C1=CC=CC=C1)C(=O)OCCSC1=CC=CC=2N1C=CN2 (5-[2-(phenoxycarbonyloxy)ethylthio]imidazo[1,2-a]pyridine). Yield: 91.3%. RXN SMILES: [OH:1][CH2:2][CH2:3][S:4][C:5]1[N:10]2[CH:11]=[CH:12][N:13]=[C:9]2[CH:8]=[CH:7][CH:6]=1.N1C=CC=CC=1.Cl[C:21]([O:23][C:24]1[CH:29]=[CH:28][CH:27]=[CH:26][CH:25]=1)=[O:22]>C(Cl)Cl>[O:23]([C:21]([O:1][CH2:2][CH2:3][S:4][C:5]1[N:10]2[CH:11]=[CH:12][N:13]=[C:9]2[CH:8]=[CH:7][CH:6]=1)=[O:22])[C:24]1[CH:29]=[CH:28][CH:27]=[CH:26][CH:25]=1. Procedure details: To a solution of 5-[2-(hydroxy)ethylthio]imidazo[1,2-a]pyridine (5.83 g, 30 mmoles) and pyridine (4.36 ml, 60 mmoles) in methylene chloride (120 ml) was added phenyl chloroformate (7.53 ml, 60 mmoles) with stirring under ice-cooling and the mixture was stirred under ice-cooling for 30 minutes. The reaction solution was washed in turn with an aqueous 5% sodium bicarbonate solution and saturated saline and dried over anhydrous magnesium sulfate, and then the solvent was distilled off. The residue ... Starting materials: C1CCOC1, COc1ccc(COC(=O)C(O)N2C(=O)C(N3C(=O)c4ccccc4C3=O)C2CCC(=O)C2CCCO2)cc1, O=S(Cl)Cl, Cc1cccc(C)n1. Product: COc1ccc(COC(=O)C(Cl)N2C(=O)C(N3C(=O)c4ccccc4C3=O)C2CCC(=O)C2CCCO2)cc1. As a reaction SMILES: [CH2:52]1[O:53][CH2:54][CH2:55][CH2:56]1.[OH:5][CH:6]([C:7](=[O:8])[O:9][CH2:10][c:11]1[cH:12][cH:13][c:14]([O:17][CH3:18])[cH:15][cH:16]1)[N:19]1[C:20](=[O:43])[CH:21]([N:32]2[C:33](=[O:42])[c:34]3[c:35]([cH:38][cH:39][cH:40][cH:41]3)[C:36]2=[O:37])[CH:22]1[CH2:23][CH2:24][C:25]([CH:26]1[O:27][CH2:28][CH2:29][CH2:30]1)=[O:31].[S:1]([Cl:2])([Cl:3])=[O:4].[n:44]1[c:45]([CH3:46])[cH:47][cH:48][cH:49][c:50]1[CH3:51]>>[Cl:3][CH:6]([C:7](=[O:8])[O:9][CH2:10][c:11]1[cH:12][cH:13][c:14]([O:17][CH3:18])[cH:15][cH:16]1)[N:19]1[C:20](=[O:43])[CH:21]([N:32]2[C:33](=[O:42])[c:34]3[c:35]([cH:38][cH:39][cH:40][cH:41]3)[C:36]2=[O:37])[CH:22]1[CH2:23][CH2:24][C:25]([CH:26]1[O:27][CH2:28][CH2:29][CH2:30]1)=[O:31]. The reactants are C[Si](CCOCCl)(C)C (2-(trimethylsilyl)ethoxymethyl chloride), ClC1=CC(NC(N1)=O)=O (6-chloropyrimidine-2,4-dione), N1C(NC(C=C1)=O)=O (pyrimidine-2,4-dione). Yields the product C(C1=CC=CC=C1)OCCl (benzyloxymethyl chloride), title compound. Isolated yield 71.0%. RXN SMILES: Cl[C:2]1NC(=O)N[C:4](=O)[CH:3]=1.N1C=[CH:14][C:13](=O)NC1=O.C[Si](C)(C)[CH2:20][CH2:21][O:22][CH2:23][Cl:24]>>[CH2:21]([O:22][CH2:23][Cl:24])[C:20]1[CH:14]=[CH:13][CH:4]=[CH:3][CH:2]=1. Procedure: In a similar manner to the procedures described in Reference Example 3, reactions were carried out using 6-chloropyrimidine-2,4-dione, instead of pyrimidine-2,4-dione, and using 2-(trimethylsilyl)ethoxymethyl chloride, instead of benzyloxymethyl chloride, to give the title compound (yield 71%) as a white powder. Reactants: BrC1=CC=C(C=C1)C(CNS(=O)(=O)C)C (N-2-(4-Bromophenyl)propyl methanesulfonamide), C([O-])([O-])=O.[K+].[K+] (potassium carbonate), FC1=CC=C(C=C1)B(O)O (4-fluorobenzeneboronic acid). Reagents/catalysts: Cl[Pd]([P](C1=CC=CC=C1)(C2=CC=CC=C2)C3=CC=CC=C3)([P](C4=CC=CC=C4)(C5=CC=CC=C5)C6=CC=CC=C6)Cl (dichlorobis(triphenylphoshine)palladium (II)). The solvent is C(C)OCC (ethyl ether), C(C)(=O)OCC (ethyl acetate), C1(=CC=CC=C1)C (toluene). Conditions: temperature 100 celsius. Product: FC1=CC=C(C=C1)C1=CC=C(C=C1)C(CNS(=O)(=O)C)C (N-2-(4-(4- fluorophenyl)phenyl)propyl methanesulfonamide). Yield: 12.8%. As a reaction SMILES: Br[C:2]1[CH:7]=[CH:6][C:5]([CH:8]([CH3:15])[CH2:9][NH:10][S:11]([CH3:14])(=[O:13])=[O:12])=[CH:4][CH:3]=1.C(=O)([O-])[O-].[K+].[K+].[F:22][C:23]1[CH:28]=[CH:27][C:26](B(O)O)=[CH:25][CH:24]=1>C1(C)C=CC=CC=1.C(OCC)(=O)C.C(OCC)C.Cl[Pd](Cl)([P](C1C=CC=CC=1)(C1C=CC=CC=1)C1C=CC=CC=1)[P](C1C=CC=CC=1)(C1C=CC=CC=1)C1C=CC=CC=1>[F:22][C:23]1[CH:28]=[CH:27][C:26]([C:2]2[CH:7]=[CH:6][C:5]([CH:8]([CH3:15])[CH2:9][NH:10][S:11]([CH3:14])(=[O:13])=[O:12])=[CH:4][CH:3]=2)=[CH:25][CH:24]=1 |f:1.2.3,^1:52,71|. Procedure: To a degassed solution of 1.5 g (5.1 mmol) of material from Example 1, 1.1 g (7.7 mmol) of potassium carbonate and 1.1 g (7.7 mmol) of 4-fluorobenzeneboronic acid in 30 mL of toluene was added 0.2 g (0.3 mmol) of dichlorobis(triphenylphoshine)palladium (II). The mixture was heated to 100° C. for 16 hours and cooled to ambient temperature. The mixture was diluted with 20 mL of ethyl acetate, filtered through diatomaceous earth and concentrated in vacuo. Chromatography (50 g of silica gel, 30% eth... Reactants: C(C1=CC=CC=C1)(=O)OC1=CC=CC=C1 (phenyl benzoate), C=CC1=CC=CC=C1 (styrene), C=CC1=CC=CC=C1 (styrene), C(C)(CC)[Li] (secondary butyllithium), CC(=C)C1=CC=CC=C1 (α-methylstyrene), C=CC1=CC=CC=C1 (styrene), C=CC=C (1,3-butadiene). Yields the product C=CC1=CC=CC=C1.C=CC1=CC=CC=C1.C=CC=C.CC(=C)C1=CC=CC=C1.CC(=C)C1=CC=CC=C1 (styrene α-methylstyrene butadiene styrene α-methylstyrene). As a reaction SMILES: [CH2:1]=[CH:2][C:3]1[CH:8]=[CH:7][CH:6]=[CH:5][CH:4]=1.[CH3:9][C:10]([C:12]1[CH:17]=[CH:16][CH:15]=[CH:14][CH:13]=1)=[CH2:11].[C:18](OC1C=CC=CC=1)(=O)[C:19]1C=CC=[CH:21][CH:20]=1.C=CC=C.C([Li])(CC)C>>[CH2:1]=[CH:2][C:3]1[CH:8]=[CH:7][CH:6]=[CH:5][CH:4]=1.[CH2:9]=[CH:10][C:12]1[CH:17]=[CH:16][CH:15]=[CH:14][CH:13]=1.[CH2:18]=[CH:19][CH:20]=[CH2:21].[CH3:11][C:10]([C:12]1[CH:17]=[CH:16][CH:15]=[CH:14][CH:13]=1)=[CH2:9].[CH3:11][C:10]([C:12]1[CH:17]=[CH:16][CH:15]=[CH:14][CH:13]=1)=[CH2:9] |f:5.6.7.8.9|. Procedure details: The procedure of Example 7 was repeated with the exception that styrene monomer was used in place of phenyl benzoate to permit the formation of a triblock copolymer of ABA configuration. The materials employed were α-methylstyrene 400 grams; styrene 6.8 grams for formation of the first block. An additional 5 grams of styrene were employed in place of phenyl benzoate; 1,3-butadiene 48 grams; 0.28 millimole secondary butyllithium for impurities, and 0.96 millimole for initiation. Reactants: CCC(C)N(C)c1cnc(CN(CCO)Cc2ccccc2)c(Cl)n1, CC(C)(C)[O-], [K+], CN(C)C=O, O. The product is CCC(C)N(C)c1cnc2c(n1)OCCN(Cc1ccccc1)C2. RXN SMILES: [CH2:7]([c:8]1[cH:9][cH:10][cH:11][cH:12][cH:13]1)[N:14]([CH2:15][CH2:16][OH:17])[CH2:18][c:19]1[n:20][cH:21][c:22]([N:26]([CH:27]([CH2:28][CH3:29])[CH3:30])[CH3:31])[n:23][c:24]1[Cl:25].[CH3:1][C:2]([CH3:3])([O-:4])[CH3:5].[K+:6].[O:33]=[CH:34][N:35]([CH3:36])[CH3:37].[OH2:32]>>[CH2:7]([c:8]1[cH:9][cH:10][cH:11][cH:12][cH:13]1)[N:14]1[CH2:15][CH2:16][O:17][c:24]2[c:19]([n:20][cH:21][c:22]([N:26]([CH:27]([CH2:28][CH3:29])[CH3:30])[CH3:31])[n:23]2)[CH2:18]1.